From a dataset of the Open Reaction Database (ORD), a public repository of structured organic reaction records. describe an organic reaction: reactants, conditions, products, and yield Starting materials: C(CCC)OC(C(NC(=O)OC(C)(C)C)C1=CC=C(C=C1)O)=O (N-t-butoxycarbonyl-2-(4-hydroxyphenyl)glycine n-butyl ester), C([O-])([O-])=O.[Na+].[Na+] (sodium carbonate). Solvent: CO (methanol). Product: C(C)(C)(C)OC(=O)NC(C(=O)O)C1=CC=C(C=C1)O (N-t-butoxycarbonyl-2-(4-hydroxyphenyl)glycine). As a reaction SMILES: C([O:5][C:6](=[O:23])[CH:7]([C:16]1[CH:21]=[CH:20][C:19]([OH:22])=[CH:18][CH:17]=1)[NH:8][C:9]([O:11][C:12]([CH3:15])([CH3:14])[CH3:13])=[O:10])CCC.C(=O)([O-])[O-].[Na+].[Na+]>CO>[C:12]([O:11][C:9]([NH:8][CH:7]([C:16]1[CH:21]=[CH:20][C:19]([OH:22])=[CH:18][CH:17]=1)[C:6]([OH:23])=[O:5])=[O:10])([CH3:15])([CH3:13])[CH3:14] |f:1.2.3|. Procedure details: A solution of 0.5 g. (1.5 mmol.) of N-t-butoxycarbonyl-2-(4-hydroxyphenyl)glycine n-butyl ester in 20 ml. of methanol and 30 ml. of 5% aqueous sodium carbonate was heated at reflux for 30 minutes. The solvent was removed in vacuo and the aqueous residue was extracted with ethyl acetate. The aqueous phase was acidified to pH 3.0 with phosphoric acid and again extracted with ethyl acetate. The extract was dried (Na2SO4) and concentrated to give N-t-butoxycarbonyl-2-(4-hydroxyphenyl)glycine, m.p. 1... Product: C(C)(C)(C)OC(=O)NC12CCC(CC1)(CC2)C(=O)NC2=C(C=C(C=C2)Cl)C(F)(F)F (4-tert-butoxycarbonylamino-N-(4-chloro-2-trifluoromethylphenyl)bicyclo[2.2.2]octane-1-carboxamide). Procedure: In a similar manner to Example 133, 4-tert-butoxycarbonylaminobicyclo[2.2.2]octane-1-carboxylic acid (150 mg) and 2-amino-5-chlorobenzotrifluoride (173 μL) were used to obtain 4-tert-butoxycarbonylamino-N-(4-chloro-2-trifluoromethylphenyl)bicyclo[2.2.2]octane-1-carboxamide (79.7 mg). Reaction SMILES: [C:1]([O:5][C:6]([NH:8][C:9]12[CH2:16][CH2:15][C:12]([C:17]([OH:19])=O)([CH2:13][CH2:14]1)[CH2:11][CH2:10]2)=[O:7])([CH3:4])([CH3:3])[CH3:2].[NH2:20][C:21]1[CH:26]=[CH:25][C:24]([Cl:27])=[CH:23][C:22]=1[C:28]([F:31])([F:30])[F:29]>>[C:1]([O:5][C:6]([NH:8][C:9]12[CH2:10][CH2:11][C:12]([C:17]([NH:20][C:21]3[CH:26]=[CH:25][C:24]([Cl:27])=[CH:23][C:22]=3[C:28]([F:31])([F:29])[F:30])=[O:19])([CH2:15][CH2:16]1)[CH2:13][CH2:14]2)=[O:7])([CH3:2])([CH3:3])[CH3:4]. Starting materials: C(C)(C)(C)OC(=O)NC12CCC(CC1)(CC2)C(=O)O (4-tert-butoxycarbonylaminobicyclo[2.2.2]octane-1-carboxylic acid), NC1=C(C=C(C=C1)Cl)C(F)(F)F (2-amino-5-chlorobenzotrifluoride). Reactants: COC1=CC=C(C=C1)C1=CC=C(C=C1)OCC=1C=C(OC1C)C(=O)O (4-(4′-Methoxy-biphenyl-4-yloxymethyl)-5-methyl-furan-2-carboxylic acid), Cl.CN(CCCN=C=NCC)C (1-(3-dimethylaminopropyl)-3-ethylcarbodiimide hydrochloride), C1(=CC=CC=C1)S(=O)(=O)N (benzenesulfonamide). Reagents/catalysts: CN(C)C1=CC=NC=C1 (4-(N,N-dimethylamino)pyridine). The solvent is ClCCl (dichloromethane). The product is COC1=CC=C(C=C1)C1=CC=C(C=C1)OCC=1C=C(OC1C)C(=O)NS(=O)(=O)C1=CC=CC=C1 (N-[4-(4′-Methoxy-biphenyl-4-yloxymethyl)-5-methyl-furan-2-carbonyl]-benzenesulfonamide). Isolated yield 8.5%. Reaction SMILES: [CH3:1][O:2][C:3]1[CH:8]=[CH:7][C:6]([C:9]2[CH:14]=[CH:13][C:12]([O:15][CH2:16][C:17]3[CH:18]=[C:19]([C:23](O)=[O:24])[O:20][C:21]=3[CH3:22])=[CH:11][CH:10]=2)=[CH:5][CH:4]=1.Cl.CN(C)CCCN=C=NCC.[C:38]1([S:44]([NH2:47])(=[O:46])=[O:45])[CH:43]=[CH:42][CH:41]=[CH:40][CH:39]=1>ClCCl.CN(C1C=CN=CC=1)C>[CH3:1][O:2][C:3]1[CH:8]=[CH:7][C:6]([C:9]2[CH:14]=[CH:13][C:12]([O:15][CH2:16][C:17]3[CH:18]=[C:19]([C:23]([NH:47][S:44]([C:38]4[CH:43]=[CH:42][CH:41]=[CH:40][CH:39]=4)(=[O:46])=[O:45])=[O:24])[O:20][C:21]=3[CH3:22])=[CH:11][CH:10]=2)=[CH:5][CH:4]=1 |f:1.2|. Procedure details: A stirred solution of 4-(4′-methoxy-biphenyl-4-yloxymethyl)-5-methyl-furan-2-carboxylic acid (4) (250 mg) in dichloromethane (50 mL) was treated with 1-(3-dimethylaminopropyl)-3-ethylcarbodiimide hydrochloride (142 mg), 4-(N,N-dimethylamino)pyridine (2 mg) and benzenesulfonamide (232 mg). After 16 hours the reaction mixture was concentrated in vacuo, the residue dissolved in ethyl acetate (200 mL) and washed successively with water (20 mL), 1.0 M hydrochloric acid (20 mL), saturated sodium hydro... Starting materials: O=C([O-])[O-], CN(C)C=O, CCOC(C)=O, Cl, N#Cc1nc(F)cnc1F, [K+], [K+], O, Oc1ccc(O)cc1. Product: N#Cc1nc(F)cnc1Oc1ccc(O)cc1. As a reaction SMILES: [C:19](=[O:20])([O-:21])[O-:22].[CH3:26][N:27]([CH3:28])[CH:29]=[O:30].[CH3:32][CH2:33][O:34][C:35](=[O:36])[CH3:37].[ClH:25].[F:1][c:2]1[c:3]([C:9]#[N:10])[n:4][c:5]([F:8])[cH:6][n:7]1.[K+:23].[K+:24].[OH2:31].[OH:11][c:12]1[cH:13][cH:14][c:15]([OH:16])[cH:17][cH:18]1>>[c:2]1([O:11][c:12]2[cH:13][cH:14][c:15]([OH:16])[cH:17][cH:18]2)[c:3]([C:9]#[N:10])[n:4][c:5]([F:8])[cH:6][n:7]1. Starting materials: COC1=C(C(=O)NC(=O)NC2=CC(=CC=C2)C(F)(F)F)C(=CC=C1)F (1-(2-methoxy-6-fluorobenzoyl)-3-(3-trifluoromethylphenyl)urea), CNC (dimethylamine). Conditions: temperature 100 celsius. Procedure details: 1-(2-methoxy-6-fluorobenzoyl)-3-(3-trifluoromethylphenyl)urea is dissolved in an amount of 1.0 g in 6 ml of dimethylformamide. The starting compound is obtained by the method as described in Example VI. Liquified dimethylamine in an amount of 0.5 ml is added and the reaction mixture is heated on 100° C. for 4 hours in a sealed tube. After cooling down to room temperature the reaction mixture is poured on ice-water. The formed precipitate is filtered off and washed with water. The desired compoun... Solvent: CN(C=O)C (dimethylformamide). Yields the product COC1=C(C(=O)NC(=O)NC2=CC(=CC=C2)C(F)(F)F)C(=CC=C1)N(C)C (1-(2-methoxy-6-dimethylaminobenzoyl)-3-(3-trifluoromethylphenyl)urea). As a reaction SMILES: [CH3:1][O:2][C:3]1[CH:24]=[CH:23][CH:22]=[C:21](F)[C:4]=1[C:5]([NH:7][C:8]([NH:10][C:11]1[CH:16]=[CH:15][CH:14]=[C:13]([C:17]([F:20])([F:19])[F:18])[CH:12]=1)=[O:9])=[O:6].[CH3:26][NH:27][CH3:28]>CN(C)C=O>[CH3:1][O:2][C:3]1[CH:24]=[CH:23][CH:22]=[C:21]([N:27]([CH3:28])[CH3:26])[C:4]=1[C:5]([NH:7][C:8]([NH:10][C:11]1[CH:16]=[CH:15][CH:14]=[C:13]([C:17]([F:20])([F:19])[F:18])[CH:12]=1)=[O:9])=[O:6].